This data is from the Open Reaction Database (ORD), a public repository of structured organic reaction records. The task is: describe an organic reaction: reactants, conditions, products, and yield Procedure details: To a suspension of 7,8-methylenedioxy-1-(3-methyl-4-nitrophenyl)-3,5-dihydro-2,3-benzodiazepin-4(4H)-one (147 mg, 0.433 mmol) in ethanol (5 mL) was added water (2.5 mL), 5% Pd/C (42 mg), and HCO2NH4 (320 mg, 5.07 mmol). The mixture was stirred at room temperature for 4 h. The catalyst was filtered out. The filtrate was concentrated in vacuo and water (25 mL) was then added to the residue. The resulting solid was collected by filtration, washed with water, and dried in vacuo to afford the title c... The yield is 48.5%. Reagents/catalysts: [Pd] (Pd/C). Yields the product NC1=C(C=C(C=C1)C1=NNC(CC2=C1C=C1C(=C2)OCO1)=O)C (1-(4-Amino-3-methylphenyl)-7,8-methylenedioxy-3,5-dihydro-2,3-benzodiazepin-4(4H)-one). Solvent: C(C)O (ethanol). As a reaction SMILES: [CH2:1]1[O:25][C:4]2=[CH:5][C:6]3[C:12]([C:13]4[CH:18]=[CH:17][C:16]([N+:19]([O-])=O)=[C:15]([CH3:22])[CH:14]=4)=[N:11][NH:10][C:9](=[O:23])[CH2:8][C:7]=3[CH:24]=[C:3]2[O:2]1.O>C(O)C.[Pd]>[NH2:19][C:16]1[CH:17]=[CH:18][C:13]([C:12]2[C:6]3[CH:5]=[C:4]4[O:25][CH2:1][O:2][C:3]4=[CH:24][C:7]=3[CH2:8][C:9](=[O:23])[NH:10][N:11]=2)=[CH:14][C:15]=1[CH3:22]. Conditions: time 4 hour. The reactants are C1OC=2C(=CC3=C(CC(NN=C3C3=CC(=C(C=C3)[N+](=O)[O-])C)=O)C2)O1 (7,8-methylenedioxy-1-(3-methyl-4-nitrophenyl)-3,5-dihydro-2,3-benzodiazepin-4(4H)-one), O (water). Starting materials: CCOC(=O)N1CCN2c3ccccc3Cc3ccccc3C2C1, [K+], [OH-], O, OCCO. Yields the product c1ccc2c(c1)Cc1ccccc1N1CCNCC21. Reaction SMILES: [CH2:3]1[N:4]([C:22]([O:23][CH2:24][CH3:25])=[O:26])[CH2:5][CH2:6][N:7]2[CH:8]1[c:9]1[c:10]([cH:18][cH:19][cH:20][cH:21]1)[CH2:11][c:12]1[c:13]2[cH:14][cH:15][cH:16][cH:17]1.[K+:2].[OH-:1].[OH2:27].[OH:28][CH2:29][CH2:30][OH:31]>>[CH2:3]1[NH:4][CH2:5][CH2:6][N:7]2[CH:8]1[c:9]1[c:10]([cH:18][cH:19][cH:20][cH:21]1)[CH2:11][c:12]1[c:13]2[cH:14][cH:15][cH:16][cH:17]1. The reactants are O=C([O-])O, CCOC(C)=O, [Cl-], COC(=O)c1cccc2cc(-c3ccc([N+](=O)[O-])cc3)oc12, [Na+], O, O. Yields the product COC(=O)c1cccc2cc(-c3ccc(N)cc3)oc12. Reaction SMILES: [C:26](=[O:27])([OH:28])[O-:29].[CH3:31][CH2:32][O:33][C:34](=[O:35])[CH3:36].[Cl-:25].[N+:1]([O-:2])(=[O:3])[c:4]1[cH:5][cH:6][c:7](-[c:10]2[o:11][c:12]3[c:13]([cH:14]2)[cH:15][cH:16][cH:17][c:18]3[C:19](=[O:20])[O:21][CH3:22])[cH:8][cH:9]1.[Na+:30].[OH2:23].[OH2:24]>>[NH2:1][c:4]1[cH:5][cH:6][c:7](-[c:10]2[o:11][c:12]3[c:13]([cH:14]2)[cH:15][cH:16][cH:17][c:18]3[C:19](=[O:20])[O:21][CH3:22])[cH:8][cH:9]1. Reactants: C1CCOC1, CO, CCOc1oc(=O)c2cc(N)ccc2c1Cl, S=C=Nc1ccccc1. Yields the product CCOc1oc(=O)c2cc(NC(=S)Nc3ccccc3)ccc2c1Cl. Reaction SMILES: [CH2:28]1[O:29][CH2:30][CH2:31][CH2:32]1.[CH3:26][OH:27].[NH2:1][c:2]1[cH:3][cH:4][c:5]2[c:6]([Cl:16])[c:7]([O:13][CH2:14][CH3:15])[o:8][c:9](=[O:10])[c:11]2[cH:12]1.[c:17]1([N:23]=[C:24]=[S:25])[cH:18][cH:19][cH:20][cH:21][cH:22]1>>[NH:1]([c:2]1[cH:3][cH:4][c:5]2[c:6]([Cl:16])[c:7]([O:13][CH2:14][CH3:15])[o:8][c:9](=[O:10])[c:11]2[cH:12]1)[C:24]([NH:23][c:17]1[cH:18][cH:19][cH:20][cH:21][cH:22]1)=[S:25]. The reactants are Cl (hydrochloric acid), C([O-])([O-])=O.[K+].[K+] (potassium carbonate), S(=O)(=O)(OC)OC (dimethyl sulfate), C1(CC1)COC1=CC(=C(C(=O)OC)C=C1)O (methyl 4-cyclopropylmethyloxy-2-hydroxybenzoate). The solvent is CC(CC)=O (2-butanone). Reaction conditions: time 12 hour. The product is C1(CC1)COC1=CC(=C(C(=O)O)C=C1)OC (4-cyclopropylmethyloxy-2-methoxybenzoic acid). Reaction SMILES: [CH:1]1([CH2:4][O:5][C:6]2[CH:15]=[CH:14][C:9]([C:10]([O:12]C)=[O:11])=[C:8]([OH:16])[CH:7]=2)[CH2:3][CH2:2]1.[C:17](=O)([O-])[O-].[K+].[K+].S(OC)(OC)(=O)=O.Cl>CC(=O)CC>[CH:1]1([CH2:4][O:5][C:6]2[CH:15]=[CH:14][C:9]([C:10]([OH:12])=[O:11])=[C:8]([O:16][CH3:17])[CH:7]=2)[CH2:3][CH2:2]1 |f:1.2.3|. Reported procedure: A 3.00 g portion of methyl 4-cyclopropylmethyloxy-2-hydroxybenzoate was dissolved in 70 ml of 2-butanone, and 2.80 g of potassium carbonate and 1.9 ml of dimethyl sulfate were added, followed by 12 hours of heating under reflux. After completion of the reaction, the solvent was evaporated, the resulting residue was suspended in chloroform, and insoluble matter was removed by celite filtration. The solvent was again evaporated, and then the thus obtained residue was dissolved in 20 ml of tetrahyd... Reactants: [OH-].[Na+] (sodium hydroxide), C1=C(N=C2N1C1=CC=CC=C1N=C2)C(=O)OCC (ethyl imidazo-[1,2-a]-quinoxaline-2-carboxylate), C(C)O (ethanol). Run in O (water). The product is C1=C(N=C2N1C1=CC=CC=C1N=C2)C(=O)O (imidazo-[1,2-a]-quinoxaline-2-carboxylic acid). The yield is 107.8%. Reaction SMILES: [OH-].[Na+].[CH:3]1[N:7]2[C:8]3[C:13]([N:14]=[CH:15][C:6]2=[N:5][C:4]=1[C:16]([O:18]CC)=[O:17])=[CH:12][CH:11]=[CH:10][CH:9]=3.C(O)C>O>[CH:3]1[N:7]2[C:8]3[C:13]([N:14]=[CH:15][C:6]2=[N:5][C:4]=1[C:16]([OH:18])=[O:17])=[CH:12][CH:11]=[CH:10][CH:9]=3 |f:0.1|. Procedure: 10 ml of 1N sodium hydroxide solution were added to a suspension of 0.63 g of ethyl imidazo-[1,2-a]-quinoxaline-2-carboxylate, 10 ml of ethanol and 30 ml of water and the mixture was refluxed for one hour. The ethanol was evaporated under reduced pressure from the resulting clear yellow solution and the aqueous phase was acidified with concentrated hydrochloric acid. The mixture was filtered to obtain 0.6 g of imidazo-[1,2-a]-quinoxaline-2-carboxylic acid in the form of a buff crystalline solid ... Reactants: C(#N)C[C@@H]1C[C@@H](OC2(CCCC2)O1)CC(=O)O ((±)-cis-9-(cyanomethyl)-6,10-dioxaspiro[4.5]decane-7-acetic acid), N (ammonia), [H][H] (hydrogen), O (water). Run in CO (methanol). Run at temperature 45 celsius. Product: NCC[C@@H]1C[C@@H](OC2(CCCC2)O1)CC(=O)O ((±)-cis-9-(2-aminoethyl)-6,10-dioxaspiro[4.5]decane-7-acetic acid). The yield is 47.2%. RXN SMILES: [C:1]([CH2:3][C@H:4]1[O:13][C:8]2([CH2:12][CH2:11][CH2:10][CH2:9]2)[O:7][C@@H:6]([CH2:14][C:15]([OH:17])=[O:16])[CH2:5]1)#[N:2].N.O.[H][H]>CO>[NH2:2][CH2:1][CH2:3][C@H:4]1[O:13][C:8]2([CH2:12][CH2:11][CH2:10][CH2:9]2)[O:7][C@@H:6]([CH2:14][C:15]([OH:17])=[O:16])[CH2:5]1. Procedure details: A solution of 1.17 g (4.88 mmol) of (±)-cis-9-(cyanomethyl)-6,10-dioxaspiro[4.5]decane-7-acetic acid in 100 mL of methanol saturated with anhydrous ammonia is added to a Parr shaker bottle containing 0.53 g of water wet Raney nickel #30. The solution is heated at 45° C. and 50 pounds per square inch gage (psig) hydrogen pressure for 17 hours. The suspension is cooled and filtered to remove the Raney nickel through filter aid and the precipitate is washed with methanol. The filtrate is concentrat...